Dataset: the Open Reaction Database (ORD), a public repository of structured organic reaction records. Task: describe an organic reaction: reactants, conditions, products, and yield The reactants are COC1=CC=C2CCC(CC2=C1)=O (7-methoxy-3,4-dihydro-1H-naphthalen-2-one), C(C1=CC=CC=C1)N1CCC(CC1)N (1-benzyl-piperidin-4-ylamine), C(C)(=O)O[BH-](OC(C)=O)OC(C)=O.[Na+] (sodium triacetoxyborohydride). Run in ClC(C)Cl (dichloroethane). Run at time 24 hour. Product: C(C1=CC=CC=C1)N1CCC(CC1)NC1CC2=CC(=CC=C2CC1)OC ((1-Benzyl-piperidin-4-yl)-(7-methoxy-1,2,3,4-tetrahydro-naphthalen-2-yl)-amine). As a reaction SMILES: [CH3:1][O:2][C:3]1[CH:12]=[C:11]2[C:6]([CH2:7][CH2:8][C:9](=O)[CH2:10]2)=[CH:5][CH:4]=1.[CH2:14]([N:21]1[CH2:26][CH2:25][CH:24]([NH2:27])[CH2:23][CH2:22]1)[C:15]1[CH:20]=[CH:19][CH:18]=[CH:17][CH:16]=1.C(O[BH-](OC(=O)C)OC(=O)C)(=O)C.[Na+]>ClC(Cl)C>[CH2:14]([N:21]1[CH2:26][CH2:25][CH:24]([NH:27][CH:9]2[CH2:8][CH2:7][C:6]3[C:11](=[CH:12][C:3]([O:2][CH3:1])=[CH:4][CH:5]=3)[CH2:10]2)[CH2:23][CH2:22]1)[C:15]1[CH:16]=[CH:17][CH:18]=[CH:19][CH:20]=1 |f:2.3|. Procedure details: To a solution of 7-methoxy-3,4-dihydro-1H-naphthalen-2-one (10 g, 56.7 mmol) and 1-benzyl-piperidin-4-ylamine (12.7 mL, 62.4 mmol) in dichloroethane (50 mL) under a nitrogen atmosphere was added sodium triacetoxyborohydride (30 g, 141.8 mmol, 3.5 eq.) in a single portion. The reaction was stirred at room temperature for 24 h. The reaction was concentrated in vacuo and partitioned between EtOAc (100 mL) and 5% aq. KOH (50 mL). The aqueous layer was extracted twice more with EtOAc (2×50 mL). The c... Starting materials: CCBr, Cc1ccc(Br)cc1N. Product: CCNc1cc(Br)ccc1C. RXN SMILES: [Br:1][CH2:2][CH3:3].[Br:4][c:5]1[cH:6][cH:7][c:8]([CH3:12])[c:9]([NH2:10])[cH:11]1>>[CH2:2]([CH3:3])[NH:10][c:9]1[c:8]([CH3:12])[cH:7][cH:6][c:5]([Br:4])[cH:11]1. The reactants are CCc1nc2cc(OCCN(C)C)ccc2[n+]([O-])n1, ClCCl, O=C(OC(=O)C(F)(F)F)C(F)(F)F, N, OO. Yields the product CCc1n[n+]([O-])c2ccc(OCCN(C)C)cc2[n+]1[O-]. RXN SMILES: [CH2:16]([CH3:17])[c:18]1[n:19][n+:20]([O-:34])[c:21]2[c:22]([n:23]1)[cH:24][c:25]([O:28][CH2:29][CH2:30][N:31]([CH3:32])[CH3:33])[cH:26][cH:27]2.[Cl:35][CH2:36][Cl:37].[F:3][C:4]([F:5])([F:7])[C:8](=[O:6])[O:9][C:10](=[O:11])[C:12]([F:13])([F:14])[F:15].[NH3:38].[OH:1][OH:2]>>[O-:6][n+:23]1[c:18]([CH2:16][CH3:17])[n:19][n+:20]([O-:34])[c:21]2[c:22]1[cH:24][c:25]([O:28][CH2:29][CH2:30][N:31]([CH3:32])[CH3:33])[cH:26][cH:27]2. Starting materials: [OH-].[K+] (KOH), ClC1=C(C(=O)NC2CCOC3=CC=C(C=C23)C(=O)OC)C=CC=C1 (methyl 4-(2-chlorobenzamido)chroman-6-carboxylate). The solvent is C(C)O (ethanol), O (water). Reaction conditions: time 16 hour. The product is ClC1=C(C(=O)NC2CCOC3=CC=C(C=C23)C(=O)O)C=CC=C1 (4-(2-Chlorobenzamido)-chroman-6-carboxylic acid). The yield is 85.0%. As a reaction SMILES: [OH-].[K+].[Cl:3][C:4]1[CH:26]=[CH:25][CH:24]=[CH:23][C:5]=1[C:6]([NH:8][CH:9]1[C:18]2[C:13](=[CH:14][CH:15]=[C:16]([C:19]([O:21]C)=[O:20])[CH:17]=2)[O:12][CH2:11][CH2:10]1)=[O:7]>C(O)C.O>[Cl:3][C:4]1[CH:26]=[CH:25][CH:24]=[CH:23][C:5]=1[C:6]([NH:8][CH:9]1[C:18]2[C:13](=[CH:14][CH:15]=[C:16]([C:19]([OH:21])=[O:20])[CH:17]=2)[O:12][CH2:11][CH2:10]1)=[O:7] |f:0.1|. Procedure: KOH (1 mol/1 aq) (2 eq.) was added to a suspension of methyl 4-(2-chlorobenzamido)chroman-6-carboxylate (B-11) (2.227 mmol, 1 eq.) in a mixture of ethanol (13 ml) and water (4.5 ml). The reaction mixture was stirred at room temperature for 16 h. Ethanol was removed in vacuo and the aqueous residue was diluted with diethyl ether (20 ml) and water (20 ml). The phases were separated and the aqueous phase was acidified with 1N HCl to pH 3. The white precipitate was filtered out, washed with aqueous ...